Task: describe an organic reaction: reactants, conditions, products, and yield. Dataset: the Open Reaction Database (ORD), a public repository of structured organic reaction records Starting materials: CCCCI, CCCCO, Nc1cc(C(=O)O)cc(S(N)(=O)=O)c1-c1ccccc1, O. The product is CCCCNc1cc(C(=O)O)cc(S(N)(=O)=O)c1-c1ccccc1. RXN SMILES: [CH2:21]([CH2:22][CH2:23][CH3:24])[I:25].[CH2:27]([OH:28])[CH2:29][CH2:30][CH3:31].[NH2:1][c:2]1[cH:3][c:4]([C:5](=[O:6])[OH:7])[cH:8][c:9]([S:17]([NH2:18])(=[O:19])=[O:20])[c:10]1-[c:11]1[cH:12][cH:13][cH:14][cH:15][cH:16]1.[OH2:26]>>[NH:1]([c:2]1[cH:3][c:4]([C:5](=[O:6])[OH:7])[cH:8][c:9]([S:17]([NH2:18])(=[O:19])=[O:20])[c:10]1-[c:11]1[cH:12][cH:13][cH:14][cH:15][cH:16]1)[CH2:21][CH2:22][CH2:23][CH3:24]. Reactants: C(C=C)(=O)OCCCO (3-hydroxypropyl acrylate), C(C)(C)(C)C1=C(C(=CC(=C1)C)C(C)(C)C)O (2,6-di-tert-butyl-4-methylphenol), CN(C)CCCN1CN(CN(C1)CCCN(C)C)CCCN(C)C (Desmorapid), CSC1=C(C=CC=C1)N=C=O (2-(methylthio)phenyl isocyanate), [N-]=C=O (isocyanate). Solvent: C(C)(=O)OCC (ethyl acetate). Run at temperature 60 celsius. The product is C(C=C)(=O)OCC(C)OC(NC1=C(C=CC=C1)SC)=O (2-({[2-(Methylsulphanyl)phenyl]carbamoyl}oxy)propyl prop-2-enoate). As a reaction SMILES: C(C1C=C(C)C=C(C(C)(C)C)C=1[OH:16])(C)(C)C.CN(CCCN1CN(CCCN(C)C)CN(CCCN(C)C)C1)C.[CH3:41][S:42][C:43]1[CH:48]=[CH:47][CH:46]=[CH:45][C:44]=1[N:49]=[C:50]=[O:51].[C:52]([O:56][CH2:57][CH2:58][CH2:59]O)(=[O:55])[CH:53]=[CH2:54].[N-]=C=O>C(OCC)(=O)C>[C:52]([O:56][CH2:57][CH:58]([O:51][C:50](=[O:16])[NH:49][C:44]1[CH:45]=[CH:46][CH:47]=[CH:48][C:43]=1[S:42][CH3:41])[CH3:59])(=[O:55])[CH:53]=[CH2:54]. Procedure: 0.008 g of 2,6-di-tert-butyl-4-methylphenol, 0.004 g of Desmorapid Z, 4.8 g of 2-(methylthio)phenyl isocyanate in 8.5 g of ethyl acetate were initially introduced into a 50 ml round-bottomed flask and heated to 60° C. Thereafter, 3.7 g of 3-hydroxypropyl acrylate were added dropwise and the mixture was kept further at 60° C. until the isocyanate content had fallen below 0.1%. Thereafter, the ethyl acetate was distilled off at 5 mbar and cooling was effected. The product was obtained as a light y... Reactants: C(C)(C)(C)OC(=O)N1C2CCC(C1C(=O)O)C2 (2-aza-bicyclo[2.2.1]heptane-2,3-dicarboxylic acid 2-tert-butyl ester), CCN(C(C)C)C(C)C (DIPEA), C(C)(C)(C)OC(=O)N1C(CCC1)C=1NC(=CN1)C1=CC=2CCC3=CC(=CC=C3C2C=C1)C(CBr)=O (2-{5-[7-(2-bromo-acetyl)-9,10-dihydro-phenanthren-2-yl]-1H-imidazol-2-yl}-pyrrolidine-1-carboxylic acid tert-butyl ester). The solvent is C(C)(=O)OCC (ethyl acetate), C(C)#N (acetonitrile). Conditions: time 16 hour. The product is C(C)(C)(C)OC(=O)N1C2CCC(C1C(=O)OCC(=O)C1=CC=3CCC4=CC(=CC=C4C3C=C1)C=1NC(=NC1)C1N(CCC1)C(=O)OC(C)(C)C)C2 (2-aza-bicyclo[2.2.1]heptane-2,3-dicarboxylic acid 3-(2-{7-[2-(1-tert-butoxycarbonyl-pyrrolidin-2-yl)-3H-imidazol-4-yl]-9,10-dihydro-phenanthren-2-yl}-2-oxo-ethyl)ester 2-tert-butyl ester). RXN SMILES: [C:1]([O:5][C:6]([N:8]1[CH:13]([C:14]([OH:16])=[O:15])[CH:12]2[CH2:17][CH:9]1[CH2:10][CH2:11]2)=[O:7])([CH3:4])([CH3:3])[CH3:2].CCN(C(C)C)C(C)C.[C:27]([O:31][C:32]([N:34]1[CH2:38][CH2:37][CH2:36][CH:35]1[C:39]1[NH:40][C:41]([C:44]2[CH:57]=[CH:56][C:55]3[C:54]4[C:49](=[CH:50][C:51]([C:58](=[O:61])[CH2:59]Br)=[CH:52][CH:53]=4)[CH2:48][CH2:47][C:46]=3[CH:45]=2)=[CH:42][N:43]=1)=[O:33])([CH3:30])([CH3:29])[CH3:28]>C(#N)C.C(OCC)(=O)C>[C:1]([O:5][C:6]([N:8]1[CH:13]([C:14]([O:16][CH2:59][C:58]([C:51]2[CH:52]=[CH:53][C:54]3[C:55]4[C:46](=[CH:45][C:44]([C:41]5[NH:40][C:39]([CH:35]6[CH2:36][CH2:37][CH2:38][N:34]6[C:32]([O:31][C:27]([CH3:30])([CH3:29])[CH3:28])=[O:33])=[N:43][CH:42]=5)=[CH:57][CH:56]=4)[CH2:47][CH2:48][C:49]=3[CH:50]=2)=[O:61])=[O:15])[CH:12]2[CH2:17][CH:9]1[CH2:10][CH2:11]2)=[O:7])([CH3:4])([CH3:2])[CH3:3]. Procedure: A mixture of 2-aza-bicyclo[2.2.1]heptane-2,3-dicarboxylic acid 2-tert-butyl ester (167 mg, 0.69 mmol) and DIPEA (0.11 mL, 0.67 mmol) was added to a solution of 2-{5-[7-(2-bromo-acetyl)-9,10-dihydro-phenanthren-2-yl]-1H-imidazol-2-yl}-pyrrolidine-1-carboxylic acid tert-butyl ester (0.37 mmol, crude) in acetonitrile (5 mL). The mixture was stirred at room temperature for 16 hours, then diluted with ethyl acetate (100 mL). The organic layer was washed with NaHCO3 solution and water, dried over Na2S...